From a dataset of the Open Reaction Database (ORD), a public repository of structured organic reaction records. describe an organic reaction: reactants, conditions, products, and yield The reactants are CC(=O)OC(C)=O, Cc1ccc(C(=O)O)c(C(=O)O)n1, ClCCl. Yields the product Cc1ccc2c(n1)C(=O)OC2=O. As a reaction SMILES: [CH3:14][C:15]([O:16][C:17](=[O:18])[CH3:19])=[O:20].[CH3:1][c:2]1[cH:3][cH:4][c:5]([C:11](=[O:12])[OH:13])[c:6]([C:8](=[O:9])[OH:10])[n:7]1.[Cl:21][CH2:22][Cl:23]>>[CH3:1][c:2]1[cH:3][cH:4][c:5]2[c:6]([n:7]1)[C:8](=[O:10])[O:13][C:11]2=[O:12]. Starting materials: ClCCl (dichloromethane), CC(C)([O-])C.[K+] (potassium tert-butoxide), 2-chloroethyl-1-piperidine hydrochloride, C(C)(C)(C)OC(NC1=CC=C(C=C1)OC1=C(C=CC2=CC(=CC=C12)OC)C1=CC=C(C=C1)S(=O)(=O)C)=O ({4-[2-(4-methanesulfonyl-phenyl)-6-methoxy-naphthalen-1-yloxy]-phenyl}-carbamic acid tert-butyl ester), 2-chloroethyl-1-piperidine hydrochloride, [H-].[Na+] (sodium hydride), CN(C=O)C (N,N-dimethylformamide). Conditions: time 18 hour. Yields the product C(C)(C)(C)OC(N(CCN1CCCCC1)C1=CC=C(C=C1)OC1=C(C=CC2=CC(=CC=C12)OC)C1=CC=C(C=C1)S(=O)(=O)C)=O ({4-[2-(4-Methanesulfonyl-phenyl)-6-methoxy-naphthalen-1-yloxy]-phenyl}-(2-piperidin-1-yl-ethyl)-carbamic Acid tert-butyl Ester). Isolated yield 50.0%. RXN SMILES: [C:1]([O:5][C:6](=[O:37])[NH:7][C:8]1[CH:13]=[CH:12][C:11]([O:14][C:15]2[C:24]3[C:19](=[CH:20][C:21]([O:25][CH3:26])=[CH:22][CH:23]=3)[CH:18]=[CH:17][C:16]=2[C:27]2[CH:32]=[CH:31][C:30]([S:33]([CH3:36])(=[O:35])=[O:34])=[CH:29][CH:28]=2)=[CH:10][CH:9]=1)([CH3:4])([CH3:3])[CH3:2].[H-].[Na+].[CH3:40][C:41](C)([O-])[CH3:42].[K+].Cl[CH2:47]Cl.[CH3:49][N:50]([CH3:53])[CH:51]=O>>[C:1]([O:5][C:6](=[O:37])[N:7]([C:8]1[CH:9]=[CH:10][C:11]([O:14][C:15]2[C:24]3[C:19](=[CH:20][C:21]([O:25][CH3:26])=[CH:22][CH:23]=3)[CH:18]=[CH:17][C:16]=2[C:27]2[CH:28]=[CH:29][C:30]([S:33]([CH3:36])(=[O:34])=[O:35])=[CH:31][CH:32]=2)=[CH:12][CH:13]=1)[CH2:47][CH2:49][N:50]1[CH2:53][CH2:42][CH2:41][CH2:40][CH2:51]1)([CH3:3])([CH3:4])[CH3:2] |f:1.2,3.4|. Procedure details: Heat a solution of {4-[2-(4-methanesulfonyl-phenyl)-6-methoxy-naphthalen-1-yloxy]-phenyl}-carbamic acid tert-butyl ester (200 mg, 0.38 mmol), 2-chloroethyl-1-piperidine hydrochloride (100 mg, 0.57 mmol) and 60% sodium hydride (38 mg, 0.94 mmol) in N,N-dimethylformamide to 60° C. and stir for 18 hours. Add potassium tert-butoxide (760 mg, 0.67 mmol) and 2-chloroethyl-1-piperidine hydrochloride (46 mg, 0.25 mmol) and stir for an additional 2 hours, then cool to ambient temperature. Dilute the reac... Reaction conditions: temperature 100 celsius. RXN SMILES: [C:1]1(=[O:18])[O:17][CH2:16][CH2:15][CH2:14][CH2:13][CH2:12][CH2:11][CH2:10][CH2:9][CH2:8][CH2:7][CH2:6][CH2:5][CH2:4][CH2:3][CH2:2]1.[IH:19].S([O-])([O-])(=O)=S.[Na+].[Na+]>C(O)(=O)C>[I:19][CH2:16][CH2:15][CH2:14][CH2:13][CH2:12][CH2:11][CH2:10][CH2:9][CH2:8][CH2:7][CH2:6][CH2:5][CH2:4][CH2:3][CH2:2][C:1]([OH:17])=[O:18] |f:2.3.4|. Reactants: C1(CCCCCCCCCCCCCCCO1)=O (16-Hexadecanolide), I (HI), S(=S)(=O)([O-])[O-].[Na+].[Na+] (sodium thiosulphate). Run in C(C)(=O)O (acetic acid). The product is ICCCCCCCCCCCCCCCC(=O)O (16-Iodohexadecanoic Acid). Procedure details: 16-Hexadecanolide (5.0 g, 0.02 mol) was added to a mixture of HI (30 g) and acetic acid (20 g). The mixture was heated to 100° C. overnight. After cooling it was poured into a cold sodium thiosulphate solution (150 mL, 10%) and extracted using CH2Cl2. The combined organic extracts were dried (MgSO4) and evaporated to give a white solid. The crude product was recrystallised from diethyl ether. Yield: 4.8 g (64%) The reactants are C(C)OC(=O)C=1CCN(CC1C1=CSC=C1)CC1=CC=CC=C1 (1-Benzyl-5-thiophen-3-yl-1,2,3,6-tetrahydro-pyridine-4-carboxylic acid ethyl ester). The reagents and catalysts are [Pd] (Pd/C). Run in CCO (EtOH). Run at temperature 40 celsius. Product: C(C)OC(=O)C1C(CN(CC1)CC1=CC=CC=C1)C1=CSC=C1 (1-Benzyl-3-thiophen-3-yl-piperidine-4-carboxylic acid ethyl ester). The yield is 71.0%. As a reaction SMILES: [CH2:1]([O:3][C:4]([C:6]1[CH2:7][CH2:8][N:9]([CH2:17][C:18]2[CH:23]=[CH:22][CH:21]=[CH:20][CH:19]=2)[CH2:10][C:11]=1[C:12]1[CH:16]=[CH:15][S:14][CH:13]=1)=[O:5])[CH3:2]>CCO.[Pd]>[CH2:1]([O:3][C:4]([CH:6]1[CH2:7][CH2:8][N:9]([CH2:17][C:18]2[CH:19]=[CH:20][CH:21]=[CH:22][CH:23]=2)[CH2:10][CH:11]1[C:12]1[CH:16]=[CH:15][S:14][CH:13]=1)=[O:5])[CH3:2]. Reported procedure: A solution of the product from step b) (6.69 g, 20.4 mmol) was dissolved in EtOH (37 ml) and treated with 10% Pd/C (Wet Degussa type, 13.4 g) and heated to 40° C. for 2 days under H2 (1 atm). Next, the Pd/C was removed by filtration through celite, replaced with fresh 10% Pd/C (13.4 g) and the reaction was continued for two more days. The Pd/C was removed by filtration through celite and the EtOH was evaporated in vacuo to provide the subtitle compound (4.78 g, 71%). MS calculated for C19H23NO2S... Starting materials: C(=O)([O-])[O-].[K+].[K+] (K2CO3), CI (MeI), [N+](=O)([O-])C1=C(C=CC=C1C(F)(F)F)NC(C)=O (N-(2-Nitro-3-trifluoromethyl-phenyl)-acetamide). Solvent: CN(C)C=O (DMF). Reaction conditions: time 2 hour. Yields the product CN(C(C)=O)C1=C(C(=CC=C1)C(F)(F)F)[N+](=O)[O-] (N-methyl-N-(2-nitro-3-trifluoromethyl-phenyl)-acetamide). RXN SMILES: [N+:1]([C:4]1[C:9]([C:10]([F:13])([F:12])[F:11])=[CH:8][CH:7]=[CH:6][C:5]=1[NH:14][C:15](=[O:17])[CH3:16])([O-:3])=[O:2].[C:18]([O-])([O-])=O.[K+].[K+].CI>CN(C=O)C>[CH3:18][N:14]([C:5]1[CH:6]=[CH:7][CH:8]=[C:9]([C:10]([F:11])([F:12])[F:13])[C:4]=1[N+:1]([O-:3])=[O:2])[C:15](=[O:17])[CH3:16] |f:1.2.3|. Reported procedure: N-(2-Nitro-3-trifluoromethyl-phenyl)-acetamide (Helvetica 1947, p. 107) (2.0 g) was dissolved in DMF (15 ml) prior to the addition of K2CO3 (2.07 g) and MeI (0.71 ml). After 2 h, the solution was concentrated and 1N HCl solution (aq) was added. The solution was extracted with EtOAc. The organic layer was washed with brine, dried, filtered, and concentrated. Filtration through a plug of silica of the resulting residue gave N-methyl-N-(2-nitro-3-trifluoromethyl-phenyl)-acetamide. This material (2 ... The reactants are C[O-].[Na+] (sodium methylate), CO (methanol), N(CCO)(CCO)CCO (triethanolamine), S(=O)(=O)(OCCCCCCCC)[O-] (n-octyl sulfate), Na. The solvent is O (water). Conditions: temperature 110 celsius. Yields the product C(CCCCCCC)OCCNCC(O)O (n-Octyloxyethyl dihydroxyethyl amine). As a reaction SMILES: C[O-:2].[Na+].CO.[N:6]([CH2:13][CH2:14][OH:15])([CH2:10][CH2:11][OH:12])CCO.S([O-])(O[CH2:20][CH2:21][CH2:22][CH2:23][CH2:24][CH2:25][CH2:26][CH3:27])(=O)=O>O>[CH2:20]([O:15][CH2:14][CH2:13][NH:6][CH2:10][CH:11]([OH:12])[OH:2])[CH2:21][CH2:22][CH2:23][CH2:24][CH2:25][CH2:26][CH3:27] |f:0.1|. Reported procedure: 40.3 grams of a 30% (by weight) solution of sodium methylate in methanol (0.224 mole) were added to 100 grams of triethanolamine (0.67 mole), after which the methanol was distilled off by heating to 110° C. 51.6 grams of n-octyl sulfate, Na salt (0.22 mole) were stirred at 20° C. into the solution obtained and the reaction mixture was heated for 4 hours to 200° C. After cooling to 20° C., approx. 160 ml of water were added. Two liquid phases formed. The upper phase was separated off, washed twic... Starting materials: COC([C@H](CC1CCCCC1)N1C(C=C(C1)OC=1C=C(C=CC1)C)=O)=O ((S)-3-cyclohexyl-2-(2-oxo-4-m-tolyloxy-2,5-dihydro-pyrrol-1-yl)-propionic acid methyl ester), [OH-].[Li+] (lithium hydroxide). Solvent: O1CCCC1.O (tetrahydrofuran water). Run at temperature 23 celsius, time 2 hour. Product: C1(CCCCC1)C[C@@H](C(=O)O)N1C(C=C(C1)OC=1C=C(C=CC1)C)=O ((S)-3-cyclohexyl-2-(2-oxo-4-m-tolyloxy-2,5-dihydro-pyrrol-1-yl)-propionic acid). The yield is 62.6%. RXN SMILES: C[O:2][C:3](=[O:26])[C@@H:4]([N:12]1[CH2:16][C:15]([O:17][C:18]2[CH:19]=[C:20]([CH3:24])[CH:21]=[CH:22][CH:23]=2)=[CH:14][C:13]1=[O:25])[CH2:5][CH:6]1[CH2:11][CH2:10][CH2:9][CH2:8][CH2:7]1.[OH-].[Li+]>O1CCCC1.O>[CH:6]1([CH2:5][C@H:4]([N:12]2[CH2:16][C:15]([O:17][C:18]3[CH:19]=[C:20]([CH3:24])[CH:21]=[CH:22][CH:23]=3)=[CH:14][C:13]2=[O:25])[C:3]([OH:26])=[O:2])[CH2:11][CH2:10][CH2:9][CH2:8][CH2:7]1 |f:1.2,3.4|. Procedure details: To a stirred solution of (S)-3-cyclohexyl-2-(2-oxo-4-m-tolyloxy-2,5-dihydro-pyrrol-1-yl)-propionic acid methyl ester (0.570 g, 0.002 mol) in tetrahydrofuran-water (3:1, 10 mL) was added lithium hydroxide (0.201 g, 0.008 mol). The reaction mixture was stirred at 23° C. for 2 h. After this time, the mixture was concentrated and the reaction mixture was diluted with water. The reaction mixture was acidified with 2N hydrochloric acid, during which time precipitation occurred. The precipitate was rem...